Dataset: the Open Reaction Database (ORD), a public repository of structured organic reaction records. Task: describe an organic reaction: reactants, conditions, products, and yield Reactants: chloride salt, CO (methanol), CN(C1=CC=CC=C1)C (N,N-dimethyl aniline), C(C1=CC=CC=C1)Cl (benzyl chloride). The reagents and catalysts are [Ag]=O (silver oxide). Yields the product [OH-].C(C1=CC=CC=C1)[N+](C1=CC=CC=C1)(C)C (Benzyl Dimethyl Anilinium Hydroxide). Reaction SMILES: [CH3:1][N:2]([CH3:9])[C:3]1[CH:8]=[CH:7][CH:6]=[CH:5][CH:4]=1.[CH2:10](Cl)[C:11]1[CH:16]=[CH:15][CH:14]=[CH:13][CH:12]=1.C[OH:19]>[Ag]=O>[OH-:19].[CH2:10]([N+:2]([CH3:9])([CH3:1])[C:3]1[CH:8]=[CH:7][CH:6]=[CH:5][CH:4]=1)[C:11]1[CH:16]=[CH:15][CH:14]=[CH:13][CH:12]=1 |f:4.5|. Procedure: A mixture of freshly distilled N,N-dimethyl aniline (52 ml, 0.41 mol) and benzyl chloride (47 ml, 0.41 mol) was allowed to stand for several days at room temperature. The separated crystals of benzyl dimethyl anilinium chloride were filtered and washed with anhydrous ether. The chloride salt (14.3 g, 0.054 mol) and silver oxide (13.4 g, 0.057 mol) were then stirred in anhydrous methanol (300 ml) for 2 hours and the solution filtered. The filtrate may be refrigerated for storage over a molecular ... Reactants: C1(=CC=CC=C1)C(C(=O)C)C1=CC=CC=C1 (1,1-diphenylacetone), COC(N(C)C)OC (N,N-dimethylformamide dimethyl acetal), C(C)O (ethanol). Run in CCOCC (ether). Reaction conditions: temperature -10 celsius. Yields the product CN(C=CC(C(C1=CC=CC=C1)C1=CC=CC=C1)=O)C (4-Dimethylamino-1,1-diphenyl-3-buten-2-one). RXN SMILES: [C:1]1([CH:7]([C:11]2[CH:16]=[CH:15][CH:14]=[CH:13][CH:12]=2)[C:8]([CH3:10])=[O:9])[CH:6]=[CH:5][CH:4]=[CH:3][CH:2]=1.CO[CH:19](OC)[N:20]([CH3:22])[CH3:21].C(O)C>CCOCC>[CH3:19][N:20]([CH3:22])[CH:21]=[CH:10][C:8](=[O:9])[CH:7]([C:1]1[CH:2]=[CH:3][CH:4]=[CH:5][CH:6]=1)[C:11]1[CH:12]=[CH:13][CH:14]=[CH:15][CH:16]=1. Reported procedure: A mixture of 21.0 g of 1,1-diphenylacetone and 40 ml of N,N-dimethylformamide dimethyl acetal in a 300 ml round bottom flask was heated in an oil bath at 120° C. for 8 hours with ethanol being distilled over. The reaction mixture was cooled and evaporated in vacuo to give an oil. The oil was boiled up in 50 ml of ether then cooled at -10° C. and gave a heavy precipitate. The precipitate was collected, washed with ether, then air dried and gave 21.5 g of crude product. A 5.0 g portion was recryst... The reactants are [F-].[K+] (potassium fluoride), FS(=O)(=O)C(C(=O)F)(F)F (fluorosulfonyl difluoroacetyl fluoride), BrBr (bromine), FC(=C(F)F)F (tetrafluoroethylene), stainless steel, S([O-])(O)=O.[Na+] (sodium bisulfite). Solvent: C(C)#N (acetonitrile), ClC(C(F)(F)Cl)(F)Cl (1,1,2-trichloro-1,2,2-trifluoroethane). Run at temperature 80 celsius. Yields the product FS(=O)(=O)C(F)(F)C(F)(F)OC(F)(F)C(F)(F)Br (FSO2CF2CF2OCF2CF2Br). RXN SMILES: [F-:1].[K+].[F:3][S:4]([C:7]([F:12])([F:11])[C:8]([F:10])=[O:9])(=[O:6])=[O:5].[Br:13]Br.[F:15][C:16]([F:20])=[C:17]([F:19])[F:18].S(=O)(O)[O-].[Na+]>ClC(Cl)(F)C(Cl)(F)F.C(#N)C>[F:3][S:4]([C:7]([C:8]([O:9][C:16]([C:17]([Br:13])([F:19])[F:18])([F:20])[F:15])([F:1])[F:10])([F:12])[F:11])(=[O:6])=[O:5] |f:0.1,5.6|. Reported procedure: A mixture of 5.8 g potassium fluoride, 60 ml acetonitrile and 12 ml fluorosulfonyl difluoroacetyl fluoride was heated at 80° C. for one hour. The resulting mixture was placed in a stainless steel autoclave and heated at 50° C. for one hour and 80° C. for one hour with 16 g of bromine and 30 g of tetrafluoroethylene. The reaction mixture was poured into a solution of sodium bisulfite, 50 ml 1,1,2-trichloro-1,2,2-trifluoroethane was added and the mixture was distilled to give a distillate boiling ... Starting materials: CCNc1cc(OC)ccc1C1CCc2cc(OC)ccc2C1, O=C(Cl)CCl. Yields the product CCN(C(=O)CCl)c1cc(OC)ccc1C1CCc2cc(OC)ccc2C1. Reaction SMILES: [CH2:1]([CH3:2])[NH:3][c:4]1[c:5]([CH:12]2[CH2:13][c:14]3[cH:15][cH:16][c:17]([O:22][CH3:23])[cH:18][c:19]3[CH2:20][CH2:21]2)[cH:6][cH:7][c:8]([O:10][CH3:11])[cH:9]1.[Cl:24][CH2:25][C:26](=[O:27])[Cl:28]>>[CH2:1]([CH3:2])[N:3]([c:4]1[c:5]([CH:12]2[CH2:13][c:14]3[cH:15][cH:16][c:17]([O:22][CH3:23])[cH:18][c:19]3[CH2:20][CH2:21]2)[cH:6][cH:7][c:8]([O:10][CH3:11])[cH:9]1)[C:26]([CH2:25][Cl:24])=[O:27]. Yields the product C1(=CC=CC=C1)CN1CCN(CC1)CCCN1C(NC2=C1C=CC=C2)=O (1,3-dihydro-1-{3-[4-(phenylmethyl)-1-piperazinyl]propyl}-2H-benzimidazol-2-one). Starting materials: 70, CC(=C)N1C(N(C2=C1C=CC=C2)CCCN2CCN(CC2)CC2=CC=CC=C2)=O (1,3-dihydro-1-(1-methylethenyl)-3-{3-[4-(phenylmethyl)-1-piperazinyl]propyl}-2H-benzimidazol-2-one), Cl (hydrochloric acid). Reaction conditions: time 2 hour. Solvent: C(C)O (ethanol). RXN SMILES: CC([N:4]1[C:8]2[CH:9]=[CH:10][CH:11]=[CH:12][C:7]=2[N:6]([CH2:13][CH2:14][CH2:15][N:16]2[CH2:21][CH2:20][N:19]([CH2:22][C:23]3[CH:28]=[CH:27][CH:26]=[CH:25][CH:24]=3)[CH2:18][CH2:17]2)[C:5]1=[O:29])=C.Cl>C(O)C>[C:23]1([CH2:22][N:19]2[CH2:20][CH2:21][N:16]([CH2:15][CH2:14][CH2:13][N:6]3[C:7]4[CH:12]=[CH:11][CH:10]=[CH:9][C:8]=4[NH:4][C:5]3=[O:29])[CH2:17][CH2:18]2)[CH:28]=[CH:27][CH:26]=[CH:25][CH:24]=1. Reported procedure: To a stirred solution of 70 parts of 1,3-dihydro-1-(1-methylethenyl)-3-{3-[4-(phenylmethyl)-1-piperazinyl]propyl}-2H-benzimidazol-2-one in 240 parts of ethanol are added 55 parts of a hydrochloric acid solution 6 N. The whole is stirred for 2 hours at 40°-50° C. The reaction mixture is evaporated and the residue is taken up in a diluted ammonium hydroxide solution. The oily product is extracted with trichloromethane. The extract is dried, filtered and evaporated, yielding 1,3-dihydro-1-{3-[4-(ph... Reaction SMILES: [CH2:1]1[CH2:2][O:3][CH2:4][CH2:5][NH:6]1.[Cl:20][CH2:21][Cl:22].[N+:7](=[O:8])([O-:9])[c:10]1[cH:11][c:12]([S:16](=[O:17])(=[O:18])[Cl:19])[cH:13][cH:14][cH:15]1>>[CH2:1]1[CH2:2][O:3][CH2:4][CH2:5][N:6]1[S:16]([c:12]1[cH:11][c:10]([N+:7](=[O:8])[O-:9])[cH:15][cH:14][cH:13]1)(=[O:17])=[O:18]. The product is O=[N+]([O-])c1cccc(S(=O)(=O)N2CCOCC2)c1. Reactants: C1COCCN1, ClCCl, O=[N+]([O-])c1cccc(S(=O)(=O)Cl)c1.